Dataset: the Open Reaction Database (ORD), a public repository of structured organic reaction records. Task: describe an organic reaction: reactants, conditions, products, and yield Reactants: C1CCNC1, CCO, Clc1nnc2c3ccccc3c(-c3ccccc3)nn12. The product is c1ccc(-c2nn3c(N4CCCC4)nnc3c3ccccc23)cc1. RXN SMILES: [CH2:21]1[CH2:22][CH2:23][NH:24][CH2:25]1.[CH3:26][CH2:27][OH:28].[Cl:1][c:2]1[n:3][n:4][c:5]2[n:6]1[n:7][c:8](-[c:15]1[cH:16][cH:17][cH:18][cH:19][cH:20]1)[c:9]1[cH:10][cH:11][cH:12][cH:13][c:14]21>>[c:2]1([N:24]2[CH2:23][CH2:22][CH2:21][CH2:25]2)[n:3][n:4][c:5]2[n:6]1[n:7][c:8](-[c:15]1[cH:16][cH:17][cH:18][cH:19][cH:20]1)[c:9]1[cH:10][cH:11][cH:12][cH:13][c:14]21. Starting materials: C(C)(C)(C)OC(=O)N[C@@H](CCCCNC(CC1(N=N1)C)=O)C(=O)OC(C)(C)C (tert-Butyl N2-(tert-butoxycarbonyl)-N6-(2-(3-methyl-3H-diazirin-3-yl)acetyl)lysinate), C(=O)(C(F)(F)F)O (TFA). The product is FC(C(=O)O)(F)F.CC1(N=N1)CC(=O)NCCCC[C@H](N)C(=O)O (N6-(2-(3-Methyl-3H-diazirin-3-yl)acetyl)lysine trifluoroacetate). The yield is 100.0%. Reaction SMILES: C(OC([NH:8][C@H:9]([C:22]([O:24]C(C)(C)C)=[O:23])[CH2:10][CH2:11][CH2:12][CH2:13][NH:14][C:15](=[O:21])[CH2:16][C:17]1([CH3:20])[N:19]=[N:18]1)=O)(C)(C)C.[C:29]([OH:35])([C:31]([F:34])([F:33])[F:32])=[O:30]>>[F:32][C:31]([F:34])([F:33])[C:29]([OH:35])=[O:30].[CH3:20][C:17]1([CH2:16][C:15]([NH:14][CH2:13][CH2:12][CH2:11][CH2:10][C@@H:9]([C:22]([OH:24])=[O:23])[NH2:8])=[O:21])[N:18]=[N:19]1 |f:2.3|. Procedure: A solution of the lysine derivative 9 (174 mg, 0.44 mmol) in TFA (1.4 mL) was stirred at room temperature for 45 minutes and then evaporated in vacuo. The residue was co-evaporated four times with MeOH (4×5 mL) and to give the title compound 10 (160 mg, ˜100%) as a brown oil that was used in the subsequent biochemical studies without any further purification. The reactants are ON=Cc1ccccc1, O=C1CCC(=O)N1Cl, CN(C)C=O. The product is ON=C(Cl)c1ccccc1. Reaction SMILES: [CH:1]([c:2]1[cH:3][cH:4][cH:5][cH:6][cH:7]1)=[N:8][OH:9].[Cl:10][N:11]1[C:12](=[O:13])[CH2:14][CH2:15][C:16]1=[O:17].[O:18]=[CH:19][N:20]([CH3:21])[CH3:22]>>[C:1]([c:2]1[cH:3][cH:4][cH:5][cH:6][cH:7]1)(=[N:8][OH:9])[Cl:10].